The task is: describe an organic reaction: reactants, conditions, products, and yield. This data is from the Open Reaction Database (ORD), a public repository of structured organic reaction records. Reactants: CC(=O)O[BH-](OC(C)=O)OC(C)=O, O=C([O-])O, ClCCl, [Na+], [Na+], O=CCCCN1C(=O)c2ccccc2C1=O, NC1CCCc2nccnc21. Product: O=C1c2ccccc2C(=O)N1CCCCNC1CCCc2nccnc21. RXN SMILES: [C:28]([O:29][BH-:30]([O:31][C:32](=[O:33])[CH3:34])[O:35][C:36](=[O:37])[CH3:38])(=[O:39])[CH3:40].[C:42](=[O:43])([OH:44])[O-:45].[Cl:47][CH2:48][Cl:49].[Na+:41].[Na+:46].[O:12]=[C:13]1[N:14]([CH2:23][CH2:24][CH2:25][CH:26]=[O:27])[C:15](=[O:22])[c:16]2[cH:17][cH:18][cH:19][cH:20][c:21]21.[n:1]1[cH:2][cH:3][n:4][c:5]2[c:10]1[CH2:9][CH2:8][CH2:7][CH:6]2[NH2:11]>>[n:1]1[cH:2][cH:3][n:4][c:5]2[c:10]1[CH2:9][CH2:8][CH2:7][CH:6]2[NH:11][CH2:26][CH2:25][CH2:24][CH2:23][N:14]1[C:13](=[O:12])[c:21]2[c:16]([cH:17][cH:18][cH:19][cH:20]2)[C:15]1=[O:22]. Starting materials: O=C([O-])[O-], CCO, OB(O)c1cc(Cl)ccc1OCc1ccc(Cl)cc1F, CCOC(=O)c1cccc(CCl)n1, Cl, [K+], [K+], Cc1ccccc1. The product is CCOC(=O)c1cccc(Cc2cc(Cl)ccc2OCc2ccc(Cl)cc2F)n1. RXN SMILES: [C:35](=[O:36])([O-:37])[O-:38].[CH2:41]([OH:42])[CH3:43].[Cl:1][c:2]1[cH:3][cH:4][c:5]([O:11][CH2:12][c:13]2[c:14]([F:20])[cH:15][c:16]([Cl:19])[cH:17][cH:18]2)[c:6]([B:8]([OH:9])[OH:10])[cH:7]1.[Cl:22][CH2:23][c:24]1[cH:25][cH:26][cH:27][c:28]([C:30](=[O:31])[O:32][CH2:33][CH3:34])[n:29]1.[ClH:21].[K+:39].[K+:40].[c:44]1([CH3:45])[cH:46][cH:47][cH:48][cH:49][cH:50]1>>[Cl:1][c:2]1[cH:3][cH:4][c:5]([O:11][CH2:12][c:13]2[c:14]([F:20])[cH:15][c:16]([Cl:19])[cH:17][cH:18]2)[c:6]([CH2:23][c:24]2[cH:25][cH:26][cH:27][c:28]([C:30](=[O:31])[O:32][CH2:33][CH3:34])[n:29]2)[cH:7]1. Reactants: BrC1=CC=C2C=NC(=NN21)NC2=CC=C(C=C2)N2CCN(CC2)C ((7-Bromo-pyrrolo[2,1-f][1,2,4]triazin-2-yl)-[4-(4-methyl-piperazin-1-yl)-phenyl]-amine), CC(C)([O-])C.[Na+] (Sodium tert-butoxide), C(CO)O (1,2-Ethanediol), CN(C=O)C (N,N-Dimethylformamide), C1(=CC=CC=C1)S (Benzenethiol). The reagents and catalysts are [Cu]I (Copper(I) iodide). Conditions: temperature 120 celsius. Yields the product CN1CCN(CC1)C1=CC=C(C=C1)NC1=NN2C(C=N1)=CC=C2SC2=CC=CC=C2 ([4-(4-Methyl-piperazin-1-yl)-phenyl]-(7-phenylsulfanyl-pyrrolo[2,1-f][1,2,4]triazin-2-yl)-amine). The yield is 27.1%. RXN SMILES: Br[C:2]1[N:10]2[C:5]([CH:6]=[N:7][C:8]([NH:11][C:12]3[CH:17]=[CH:16][C:15]([N:18]4[CH2:23][CH2:22][N:21]([CH3:24])[CH2:20][CH2:19]4)=[CH:14][CH:13]=3)=[N:9]2)=[CH:4][CH:3]=1.CC(C)([O-])C.[Na+].C(O)CO.CN(C)C=O.[C:40]1([SH:46])[CH:45]=[CH:44][CH:43]=[CH:42][CH:41]=1>[Cu]I>[CH3:24][N:21]1[CH2:22][CH2:23][N:18]([C:15]2[CH:16]=[CH:17][C:12]([NH:11][C:8]3[N:7]=[CH:6][C:5]4=[CH:4][CH:3]=[C:2]([S:46][C:40]5[CH:45]=[CH:44][CH:43]=[CH:42][CH:41]=5)[N:10]4[N:9]=3)=[CH:13][CH:14]=2)[CH2:19][CH2:20]1 |f:1.2|. Procedure details: Into a sealed tube was added (7-Bromo-pyrrolo[2,1-f][1,2,4]triazin-2-yl)-[4-(4-methyl-piperazin-1-yl)-phenyl]-amine (0.120 g, 0.310 mmol), Sodium tert-butoxide (89.5 mg, 0.931 mmol), Copper(I) iodide (4 mg, 0.02 mmol), 1,2-Ethanediol (34.7 uL, 0.623 mmol), N,N-Dimethylformamide (4.4 mL, 56 mmol), and finally Benzenethiol (32.1 uL, 0.313 mmol). The reaction was heated at 120° C. overnight. An HPLC showed 40% starting material remaining The reaction was partitioned with water and DCM. The organic ... Solvent: CCOC(=O)C (EtOAc), C1CCOC1 (THF). Conditions: time 6 hour. RXN SMILES: [OH:1][C@H:2]1[CH2:6][N:5]([C:7]([O:9][C:10]([CH3:13])([CH3:12])[CH3:11])=[O:8])[C@H:4]([C:14]([O:16][CH3:17])=[O:15])[CH2:3]1.C1N=CN([C:23]([N:25]2[CH:29]=N[CH:27]=[CH:26]2)=[O:24])C=1.Cl.[Cl:31][C:32]1[CH:40]=CC=[C:37]2[C:33]=1CN[CH2:36]2.CCN(C(C)C)C(C)C>C1COCC1.CCOC(C)=O>[Cl:31][C:32]1[CH:33]=[CH:37][CH:36]=[C:27]2[C:40]=1[CH2:29][N:25]([C:23]([O:1][C@H:2]1[CH2:6][N:5]([C:7]([O:9][C:10]([CH3:11])([CH3:12])[CH3:13])=[O:8])[C@H:4]([C:14]([O:16][CH3:17])=[O:15])[CH2:3]1)=[O:24])[CH2:26]2 |f:2.3|. Reported procedure: To a solution of (2S,4R)-1-tert-butyl 2-methyl 4-hydroxypyrrolidine-1,2-dicarboxylate (500 mg, 2.04 mmol) in dry THF (6 mL) was added CDI (430 mg, 2.65 mmol) in one portion and the mixture was stirred at rt for 6 h. The amine, 4-chloroisoindoline hydrochloride (0.89 g, 4.7 mmol) was then added in portions, followed by slow addition of DIEA (1.07 mL, 6.12 mmol). The reaction was stirred at rt for overnight. The reaction was diluted with 120 mL EtOAc, washed with 1N HCl (2×50 mL), water and brine ... Yields the product ester, ClC1=C2CN(CC2=CC=C1)C(=O)O[C@@H]1C[C@H](N(C1)C(=O)OC(C)(C)C)C(=O)OC ((2S,4R)-1-tert-butyl 2-methyl 4-(4-chloroisoindoline-2-carbonyloxy)pyrrolidine-1,2-dicarboxylate). Starting materials: amine, Cl.ClC1=C2CNCC2=CC=C1 (4-chloroisoindoline hydrochloride), O[C@@H]1C[C@H](N(C1)C(=O)OC(C)(C)C)C(=O)OC ((2S,4R)-1-tert-butyl 2-methyl 4-hydroxypyrrolidine-1,2-dicarboxylate), C1=CN(C=N1)C(=O)N2C=CN=C2 (CDI), CCN(C(C)C)C(C)C (DIEA).